From a dataset of the Open Reaction Database (ORD), a public repository of structured organic reaction records. describe an organic reaction: reactants, conditions, products, and yield Reactants: O1COC2=C1C=CC(=C2)CNC(C(C2=CC=CC=C2)N2C(C1=C(CCC2)C=C(C(=C1)O)OC)CC1=CC(=C(C=C1)OC)OC)=O (N-benzo[1,3]dioxol-5-ylmethyl-2-[1-(3,4-dimethoxy-benzyl)-8-hydroxy-7-methoxy-1,3,4,5-tetrahydro-benzo[c]azepin-2-yl]-2-phenyl-acetamide), BrC(C)C (2-bromopropane). Product: O1COC2=C1C=CC(=C2)CNC(C(C2=CC=CC=C2)N2C(C1=C(CCC2)C=C(C(=C1)OC(C)C)OC)CC1=CC(=C(C=C1)OC)OC)=O (N-Benzo[1,3]dioxol-5-ylmethyl-2-[1-(3,4-dimethoxy-benzyl)-8-isopropoxy-7-methoxy-1,3,4,5-tetrahydro-benzo[c]azepin-2-yl]-2-phenyl-acetamide). RXN SMILES: [O:1]1[C:5]2[CH:6]=[CH:7][C:8]([CH2:10][NH:11][C:12](=[O:45])[CH:13]([N:20]3[CH2:26][CH2:25][CH2:24][C:23]4[CH:27]=[C:28]([O:32][CH3:33])[C:29]([OH:31])=[CH:30][C:22]=4[CH:21]3[CH2:34][C:35]3[CH:40]=[CH:39][C:38]([O:41][CH3:42])=[C:37]([O:43][CH3:44])[CH:36]=3)[C:14]3[CH:19]=[CH:18][CH:17]=[CH:16][CH:15]=3)=[CH:9][C:4]=2[O:3][CH2:2]1.Br[CH:47]([CH3:49])[CH3:48]>>[O:1]1[C:5]2[CH:6]=[CH:7][C:8]([CH2:10][NH:11][C:12](=[O:45])[CH:13]([N:20]3[CH2:26][CH2:25][CH2:24][C:23]4[CH:27]=[C:28]([O:32][CH3:33])[C:29]([O:31][CH:47]([CH3:49])[CH3:48])=[CH:30][C:22]=4[CH:21]3[CH2:34][C:35]3[CH:40]=[CH:39][C:38]([O:41][CH3:42])=[C:37]([O:43][CH3:44])[CH:36]=3)[C:14]3[CH:19]=[CH:18][CH:17]=[CH:16][CH:15]=3)=[CH:9][C:4]=2[O:3][CH2:2]1. Reported procedure: prepared by reaction of N-benzo[1,3]dioxol-5-ylmethyl-2-[1-(3,4-dimethoxy-benzyl)-8-hydroxy-7-methoxy-1,3,4,5-tetrahydro-benzo[c]azepin-2-yl]-2-phenyl-acetamide with 2-bromopropane. Starting materials: CCOC(C)=O, Cl, N#CC1CC2CCCN2C1, CCOP(=S)([S-])OCC. Product: NC(=S)C1CC2CCCN2C1. Reaction SMILES: [CH3:21][CH2:22][O:23][C:24](=[O:25])[CH3:26].[ClH:20].[N:1]12[CH2:2][CH:3]([C:9]#[N:10])[CH2:4][CH:5]1[CH2:6][CH2:7][CH2:8]2.[P:11](=[S:12])([S-:13])([O:14][CH2:15][CH3:16])[O:17][CH2:18][CH3:19]>>[N:1]12[CH2:2][CH:3]([C:9]([NH2:10])=[S:12])[CH2:4][CH:5]1[CH2:6][CH2:7][CH2:8]2. The reactants are OCC(C1CCCCC1)n1c(-c2ccc(Cl)cc2)nc2cc(F)c(F)cc21, C1CCOC1, Oc1ccccc1. As a reaction SMILES: [Cl:1][c:2]1[cH:3][cH:4][c:5](-[c:8]2[n:9][c:10]3[c:11]([n:12]2[CH:13]([CH2:14][OH:15])[CH:16]2[CH2:17][CH2:18][CH2:19][CH2:20][CH2:21]2)[cH:22][c:23]([F:27])[c:24]([F:26])[cH:25]3)[cH:6][cH:7]1.[O:35]1[CH2:36][CH2:37][CH2:38][CH2:39]1.[OH:28][c:29]1[cH:30][cH:31][cH:32][cH:33][cH:34]1>>[Cl:1][c:2]1[cH:3][cH:4][c:5](-[c:8]2[n:9][c:10]3[c:11]([n:12]2[CH:13]([CH2:14][O:15][c:29]2[cH:30][cH:31][cH:32][cH:33][cH:34]2)[CH:16]2[CH2:17][CH2:18][CH2:19][CH2:20][CH2:21]2)[cH:22][c:23]([F:27])[c:24]([F:26])[cH:25]3)[cH:6][cH:7]1. Yields the product Fc1cc2nc(-c3ccc(Cl)cc3)n(C(COc3ccccc3)C3CCCCC3)c2cc1F. Reactants: S(=O)([O-])[O-].[NH4+].[NH4+] (ammoniumsulfite), B(O)(O)O (tetraborate). Product: B([O-])([O-])[O-].B([O-])([O-])[O-].B([O-])([O-])[O-].B([O-])([O-])[O-].B([O-])([O-])[O-].[NH4+].[NH4+].[NH4+].[NH4+].[NH4+].[NH4+].[NH4+].[NH4+].[NH4+].[NH4+].[NH4+].[NH4+].[NH4+].[NH4+].[NH4+] (ammoniumpentaborate). RXN SMILES: S([O-])([O-])=O.[NH4+:5].[NH4+].[B:7]([OH:10])([OH:9])[OH:8]>>[B:7]([O-:10])([O-:9])[O-:8].[B:7]([O-:10])([O-:9])[O-:8].[B:7]([O-:10])([O-:9])[O-:8].[B:7]([O-:10])([O-:9])[O-:8].[B:7]([O-:10])([O-:9])[O-:8].[NH4+:5].[NH4+:5].[NH4+:5].[NH4+:5].[NH4+:5].[NH4+:5].[NH4+:5].[NH4+:5].[NH4+:5].[NH4+:5].[NH4+:5].[NH4+:5].[NH4+:5].[NH4+:5].[NH4+:5] |f:0.1.2,4.5.6.7.8.9.10.11.12.13.14.15.16.17.18.19.20.21.22.23|. Procedure details: In addition, as may be seen from Equation 1, ammoniumsulfite and tetraborate ores produce ammoniumpentaborate (NH4.B5O8.4H2O), in quantitative yield contrary to the assertion in British Pat. No. 10,361 which teaches that as a sole product, ammoniumtetraborate (biborate of ammonia, (NH4)2B4O7.4H2O), was obtained from alkali metal and alkaline earth metal borates upon the treatment of their suspensions with ammoniumsulfite. Starting materials: NC1=CC=C(C=CCN2CCC(CC2)=C2C3=C(C=CC4=C2C=CC=C4)C=CC=C3)C=C1 (1-(4-Aminocinnamyl)-4-(5H-dibenzo[a,d]cyclohepten-5-ylidene)piperidine), NC1=CC=C(C=CCN2CCC(CC2)=C2C3=C(C=CC4=C2C=CC=C4)C=CC=C3)C=C1 (1-(4-Aminocinnamyl)-4-(5H-dibenzo[a,d]cyclohepten-5-ylidene)piperidine), ClC(=O)OCC (ethyl chloroformate). Yields the product C1=CC=CC=2C(C3=C(C=CC21)C=CC=C3)=C3CCN(CC3)CC=CC3=CC=C(C=C3)NC(=O)OCC (4-(5H-Dibenzo[a,d]cyclohepten-5-ylidene)-1-(4-ethoxycarbonylaminocinnamyl)piperidine). Yield: 56.7%. As a reaction SMILES: [NH2:1][C:2]1[CH:31]=[CH:30][C:5]([CH:6]=[CH:7][CH2:8][N:9]2[CH2:14][CH2:13][C:12](=[C:15]3[C:21]4[CH:22]=[CH:23][CH:24]=[CH:25][C:20]=4[CH:19]=[CH:18][C:17]4[CH:26]=[CH:27][CH:28]=[CH:29][C:16]3=4)[CH2:11][CH2:10]2)=[CH:4][CH:3]=1.Cl[C:33]([O:35][CH2:36][CH3:37])=[O:34]>>[CH:25]1[C:20]2[CH:19]=[CH:18][C:17]3[CH:26]=[CH:27][CH:28]=[CH:29][C:16]=3[C:15](=[C:12]3[CH2:11][CH2:10][N:9]([CH2:8][CH:7]=[CH:6][C:5]4[CH:4]=[CH:3][C:2]([NH:1][C:33]([O:35][CH2:36][CH3:37])=[O:34])=[CH:31][CH:30]=4)[CH2:14][CH2:13]3)[C:21]=2[CH:22]=[CH:23][CH:24]=1. Procedure details: This compound was prepared from 1-(4-Aminocinnamyl)-4-(5H-dibenzo[a,d]cyclohepten-5-ylidene)piperidine (compound 5) and ethyl chloroformate. Yield 56.7%